Dataset: the Open Reaction Database (ORD), a public repository of structured organic reaction records. Task: describe an organic reaction: reactants, conditions, products, and yield The reactants are Cc1ccccc1, CCN(C(C)C)C(C)C, CCn1c(=O)c(=O)[nH]c2cnn(-c3ccc(F)cc3F)c21, O=P(Cl)(Cl)Cl. Yields the product CCn1c(=O)c(Cl)nc2cnn(-c3ccc(F)cc3F)c21. RXN SMILES: [CH3:36][c:37]1[cH:38][cH:39][cH:40][cH:41][cH:42]1.[CH:27]([N:28]([CH2:29][CH3:30])[CH:31]([CH3:32])[CH3:33])([CH3:34])[CH3:35].[F:1][c:2]1[c:3](-[n:9]2[n:10][cH:11][c:12]3[c:13]2[n:14]([CH2:20][CH3:21])[c:15](=[O:19])[c:16](=[O:18])[nH:17]3)[cH:4][cH:5][c:6]([F:8])[cH:7]1.[P:22]([Cl:23])([Cl:24])([Cl:25])=[O:26]>>[F:1][c:2]1[c:3](-[n:9]2[n:10][cH:11][c:12]3[c:13]2[n:14]([CH2:20][CH3:21])[c:15](=[O:19])[c:16]([Cl:24])[n:17]3)[cH:4][cH:5][c:6]([F:8])[cH:7]1. Reactants: C(C(=O)C)(=O)O (pyruvic acid), BrC1=C(CNC(=S)NN)C=C(C=C1)F (N-(2-bromo-5-fluorobenzyl)hydrazinecarbothioamide), CO (methanol). The reagents and catalysts are OS(=O)(=O)O (H2SO4). The product is BrC1=C(CNC(=S)NN=C(C(=O)OC)C)C=C(C=C1)F (Methyl 2-(2-(2-bromo-5-fluorobenzylcarbamothioyl)hydrazono)propanoate). Reaction SMILES: [C:1]([OH:6])(=[O:5])[C:2]([CH3:4])=O.[Br:7][C:8]1[CH:19]=[CH:18][C:17]([F:20])=[CH:16][C:9]=1[CH2:10][NH:11][C:12]([NH:14][NH2:15])=[S:13].[CH3:21]O>OS(O)(=O)=O>[Br:7][C:8]1[CH:19]=[CH:18][C:17]([F:20])=[CH:16][C:9]=1[CH2:10][NH:11][C:12]([NH:14][N:15]=[C:2]([CH3:4])[C:1]([O:6][CH3:21])=[O:5])=[S:13]. Reported procedure: To a solution of pyruvic acid (352 mg, 4.00 mmol) in methanol (15 mL) was added N-(2-bromo-5-fluorobenzyl)hydrazinecarbothioamide (14, 1.112 g, 4.00 mmol) followed by conc. H2SO4 (5 drops). The mixture was heated at reflux for 7 h. Most of the solvent was evaporated. The residue was taken into EtOAc (150 mL), washed with water, saturated NaHCO3 and brine, dried over MgSO4, and concentrated to give methyl 2-(2-(2-bromo-5-fluorobenzylcarbamothioyl)hydrazono)propanoate (15). MS: m/z, 362 (100%, M+1...